Dataset: the Open Reaction Database (ORD), a public repository of structured organic reaction records. Task: describe an organic reaction: reactants, conditions, products, and yield Yields the product CC(C)(C)Nc1nc(NCc2ccccc2)c(Cl)cc1F. The reactants are CC(C)(C)Nc1nc(F)c(Cl)cc1F, CN1CCCC1=O, NCc1ccccc1. As a reaction SMILES: [C:1]([CH3:2])([CH3:3])([CH3:4])[NH:5][c:6]1[n:7][c:8]([F:14])[c:9]([Cl:13])[cH:10][c:11]1[F:12].[CH3:23][N:24]1[CH2:25][CH2:26][CH2:27][C:28]1=[O:29].[NH2:15][CH2:16][c:17]1[cH:18][cH:19][cH:20][cH:21][cH:22]1>>[C:1]([CH3:2])([CH3:3])([CH3:4])[NH:5][c:6]1[n:7][c:8]([NH:15][CH2:16][c:17]2[cH:18][cH:19][cH:20][cH:21][cH:22]2)[c:9]([Cl:13])[cH:10][c:11]1[F:12]. The reactants are ClC1=CC=C(C=C1)C1=CC2=C(C(NN=C2)=O)S1 (2-(4-chlorophenyl)thieno[2,3-d]pyridazin-7(6H)-one), N#N (N2), [H-].[Na+] (NaH), CS(=O)(=O)OCC1=CC(=CC=C1)OS(=O)(=O)C (3-[(Methylsulfonyl)oxy]benzyl methanesulfonate), [OH-].[K+] (KOH). The solvent is CN(C)C=O (DMF), CC(=O)O (HOAc), O (H2O), CO (MeOH). Conditions: time 5 minute. Yields the product ClC1=CC=C(C=C1)C1=CC2=C(C(N(N=C2)CC2=CC(=CC=C2)O)=O)S1 (2-(4-Chlorophenyl)-6-(3-hydroxybenzyl)thieno[2,3-d]pyridazin-7(6H)-one). The yield is 65.0%. RXN SMILES: [Cl:1][C:2]1[CH:7]=[CH:6][C:5]([C:8]2[S:17][C:11]3[C:12](=[O:16])[NH:13][N:14]=[CH:15][C:10]=3[CH:9]=2)=[CH:4][CH:3]=1.N#N.[H-].[Na+].CS(O[CH2:27][C:28]1[CH:33]=[CH:32][CH:31]=[C:30]([O:34]S(C)(=O)=O)[CH:29]=1)(=O)=O.[OH-].[K+]>CN(C=O)C.CC(O)=O.CO.O>[Cl:1][C:2]1[CH:3]=[CH:4][C:5]([C:8]2[S:17][C:11]3[C:12](=[O:16])[N:13]([CH2:27][C:28]4[CH:33]=[CH:32][CH:31]=[C:30]([OH:34])[CH:29]=4)[N:14]=[CH:15][C:10]=3[CH:9]=2)=[CH:6][CH:7]=1 |f:2.3,5.6|. Procedure: To a stirred slurry of 2-(4-chlorophenyl)thieno[2,3-d]pyridazin-7(6H)-one (0.192 g, 0.73 mmol) in DMF (5 mL), under an atm of N2, was added NaH (60%, 0.040 g, 1.0 mmol) and the resulting mixture stirred for 5 min. 3-[(Methylsulfonyl)oxy]benzyl methanesulfonate (0.246 g, 0.88 mmol) was added, and the resulting mixture stirred for 2 hours at room temperature. H2O was added and the mixture concentrated. Residual DMF was removed by evaporation from toluene. MeOH (20 mL) and KOH (1.0 g, 18 mmol) were... Starting materials: CCCC(Br)C(=O)OCC, O=Cc1cc(Cl)ccc1O, [K+], [K+], O=C([O-])[O-], CN(C)C=O, O. The product is CCCC(Oc1ccc(Cl)cc1C=O)C(=O)OCC. RXN SMILES: [CH2:11]([CH3:12])[O:13][C:14]([CH:15]([CH2:16][CH2:17][CH3:18])[Br:19])=[O:20].[Cl:1][c:2]1[cH:3][cH:4][c:5]([OH:10])[c:6]([CH:7]=[O:8])[cH:9]1.[K+:21].[K+:22].[O-:23][C:24]([O-:25])=[O:26].[O:28]=[CH:29][N:30]([CH3:31])[CH3:32].[OH2:27]>>[Cl:1][c:2]1[cH:3][cH:4][c:5]([O:10][CH:15]([C:14]([O:13][CH2:11][CH3:12])=[O:20])[CH2:16][CH2:17][CH3:18])[c:6]([CH:7]=[O:8])[cH:9]1.